This data is from the Open Reaction Database (ORD), a public repository of structured organic reaction records. The task is: describe an organic reaction: reactants, conditions, products, and yield The reactants are C(C)(=O)OC1=CC=C(C=C1)C=1C=CC2=C(C=C(O2)C(=O)O)C1 (5-(4-(acetyloxy)phenyl)-2-benzofurancarboxylic acid), [OH-].[K+] (potassium hydroxide). Solvent: C(C)O (ethanol). Conditions: time 30 minute. Yields the product OC1=CC=C(C=C1)C=1C=CC2=C(C=C(O2)C(=O)O)C1 (5-(4-hydroxyphenyl)-2-benzofurancarboxylic acid). RXN SMILES: C([O:4][C:5]1[CH:10]=[CH:9][C:8]([C:11]2[CH:12]=[CH:13][C:14]3[O:18][C:17]([C:19]([OH:21])=[O:20])=[CH:16][C:15]=3[CH:22]=2)=[CH:7][CH:6]=1)(=O)C.[OH-].[K+]>C(O)C>[OH:4][C:5]1[CH:6]=[CH:7][C:8]([C:11]2[CH:12]=[CH:13][C:14]3[O:18][C:17]([C:19]([OH:21])=[O:20])=[CH:16][C:15]=3[CH:22]=2)=[CH:9][CH:10]=1 |f:1.2|. Procedure: A mixture of 10.4 g of 11 and 7.2 g of potassium hydroxide in 170 ml of ethanol was refluxed for 2 hours. The solvent was evaporated under reduced pressure. The residue was mixed with 200 ml of water, and the mixture was acidified to pH=2 with concentrated hydrochloric acid, stirred for 30 minutes and filtered. The solid was washed with water, dried under reduced pressure and mixed with tetrahydrofuran. The mixture was refluxed and filtered. The filtrate was concentrated, the residue was washed ... The reactants are Cc1cc(Br)oc1C(=O)NCc1ccccc1, O=c1cc(OCc2ccccc2)cc[nH]1. Product: Cc1cc(-n2ccc(OCc3ccccc3)cc2=O)oc1C(=O)NCc1ccccc1. As a reaction SMILES: [CH2:16]([c:17]1[cH:18][cH:19][cH:20][cH:21][cH:22]1)[NH:23][C:24](=[O:25])[c:26]1[o:27][c:28]([Br:32])[cH:29][c:30]1[CH3:31].[CH2:1]([c:2]1[cH:3][cH:4][cH:5][cH:6][cH:7]1)[O:8][c:9]1[cH:10][c:11](=[O:15])[nH:12][cH:13][cH:14]1>>[CH2:1]([c:2]1[cH:3][cH:4][cH:5][cH:6][cH:7]1)[O:8][c:9]1[cH:10][c:11](=[O:15])[n:12](-[c:28]2[o:27][c:26]([C:24]([NH:23][CH2:16][c:17]3[cH:18][cH:19][cH:20][cH:21][cH:22]3)=[O:25])[c:30]([CH3:31])[cH:29]2)[cH:13][cH:14]1. The reactants are CCOC(=O)C=C1CC(CC)C(CO[Si](C)(C)C(C)(C)C)C1, CCCC[N+](CCCC)(CCCC)CCCC, C1CCOC1, CCOC(C)=O, [F-], O. Product: CCOC(=O)C=C1CC(CC)C(CO)C1. Reaction SMILES: [C:1]([Si:2]([CH3:3])([CH3:4])[O:6][CH2:7][CH:8]1[CH2:9][C:10](=[CH:15][C:16](=[O:17])[O:18][CH2:19][CH3:20])[CH2:11][CH:12]1[CH2:13][CH3:14])([CH3:5])([CH3:21])[CH3:22].[CH2:24]([N+:25]([CH2:26][CH2:27][CH2:28][CH3:29])([CH2:30][CH2:31][CH2:32][CH3:33])[CH2:34][CH2:35][CH2:36][CH3:37])[CH2:38][CH2:39][CH3:40].[CH2:48]1[O:49][CH2:50][CH2:51][CH2:52]1.[CH3:41][CH2:42][O:43][C:44]([CH3:45])=[O:46].[F-:23].[OH2:47]>>[OH:6][CH2:7][CH:8]1[CH2:9][C:10](=[CH:15][C:16](=[O:17])[O:18][CH2:19][CH3:20])[CH2:11][CH:12]1[CH2:13][CH3:14]. The reactants are [Al+3], C1CCOC1, CCOC(=O)c1nn(CC2CCC(NC(=O)c3cc(C(F)(F)F)ccc3Cl)CC2)cc1Cl, [H-], [H-], [H-], [H-], [Li+]. The product is O=C(NC1CCC(Cn2cc(Cl)c(CO)n2)CC1)c1cc(C(F)(F)F)ccc1Cl. As a reaction SMILES: [Al+3:34].[CH2:39]1[O:40][CH2:41][CH2:42][CH2:43]1.[Cl:1][c:2]1[c:3]([C:28](=[O:29])[O:30][CH2:31][CH3:32])[n:4][n:5]([CH2:7][CH:8]2[CH2:9][CH2:10][CH:11]([NH:14][C:15]([c:16]3[c:17]([Cl:26])[cH:18][cH:19][c:20]([C:22]([F:23])([F:24])[F:25])[cH:21]3)=[O:27])[CH2:12][CH2:13]2)[cH:6]1.[H-:33].[H-:36].[H-:37].[H-:38].[Li+:35]>>[Cl:1][c:2]1[c:3]([CH2:28][OH:29])[n:4][n:5]([CH2:7][CH:8]2[CH2:9][CH2:10][CH:11]([NH:14][C:15]([c:16]3[c:17]([Cl:26])[cH:18][cH:19][c:20]([C:22]([F:23])([F:24])[F:25])[cH:21]3)=[O:27])[CH2:12][CH2:13]2)[cH:6]1. Reactants: CCOC(C)=O, CCCCCC, COc1ccc(C2(O)c3c(C)c(NC(=O)CC(C)(C)C)c(C)c(C)c3OC2(C)C)cc1. Yields the product COc1ccc(C2c3c(C)c(NC(=O)CC(C)(C)C)c(C)c(C)c3OC2(C)C)cc1. Reaction SMILES: [C:38]([O:39][CH2:40][CH3:41])(=[O:42])[CH3:43].[CH3:32][CH2:33][CH2:34][CH2:35][CH2:36][CH3:37].[OH:1][C:2]1([c:24]2[cH:25][cH:26][c:27]([O:30][CH3:31])[cH:28][cH:29]2)[C:3]([CH3:22])([CH3:23])[O:4][c:5]2[c:6]1[c:7]([CH3:21])[c:8]([NH:13][C:14]([CH2:15][C:16]([CH3:17])([CH3:18])[CH3:19])=[O:20])[c:9]([CH3:12])[c:10]2[CH3:11]>>[CH:2]1([c:24]2[cH:25][cH:26][c:27]([O:30][CH3:31])[cH:28][cH:29]2)[C:3]([CH3:22])([CH3:23])[O:4][c:5]2[c:6]1[c:7]([CH3:21])[c:8]([NH:13][C:14]([CH2:15][C:16]([CH3:17])([CH3:18])[CH3:19])=[O:20])[c:9]([CH3:12])[c:10]2[CH3:11].